describe an organic reaction: reactants, conditions, products, and yield From a dataset of the Open Reaction Database (ORD), a public repository of structured organic reaction records. The reactants are Oc1ccc2cc(Br)ccc2c1, CCI, [H-], [Na+], CN(C)C=O, O. Product: CCOc1ccc2cc(Br)ccc2c1. Reaction SMILES: [Br:3][c:4]1[cH:5][c:6]2[cH:7][cH:8][c:9]([OH:14])[cH:10][c:11]2[cH:12][cH:13]1.[CH2:15]([CH3:16])[I:17].[H-:1].[Na+:2].[O:19]=[CH:20][N:21]([CH3:22])[CH3:23].[OH2:18]>>[Br:3][c:4]1[cH:5][c:6]2[cH:7][cH:8][c:9]([O:14][CH2:15][CH3:16])[cH:10][c:11]2[cH:12][cH:13]1.